describe an organic reaction: reactants, conditions, products, and yield From a dataset of the Open Reaction Database (ORD), a public repository of structured organic reaction records. Starting materials: F[B-](F)(F)F, [Br-], BrBr, CCN(C(C)C)C(C)C, [K+], Nc1c(Br)cc(C(=O)CCC(=O)O)cc1Br, O=c1[nH]c(-c2ccccc2)cn1C1CCNCC1, C1CCOC1, O, O=C(O)CC(O)(CC(=O)O)C(=O)O, CN(C)C(On1nnc2ccccc21)=[N+](C)C. Product: Nc1c(Br)cc(C(=O)CCC(=O)N2CCC(n3cc(-c4ccccc4)[nH]c3=O)CC2)cc1Br. As a reaction SMILES: [B-:35]([F:36])([F:37])([F:38])[F:39].[Br-:79].[Br:81][Br:82].[CH:57]([N:58]([CH2:59][CH3:60])[CH:61]([CH3:62])[CH3:63])([CH3:64])[CH3:65].[K+:80].[NH2:1][c:2]1[c:3]([Br:16])[cH:4][c:5]([C:9]([CH2:10][CH2:11][C:12](=[O:13])[OH:14])=[O:15])[cH:6][c:7]1[Br:8].[NH:17]1[CH2:18][CH2:19][CH:20]([n:23]2[c:24](=[O:34])[nH:25][c:26](-[c:28]3[cH:29][cH:30][cH:31][cH:32][cH:33]3)[cH:27]2)[CH2:21][CH2:22]1.[O:84]1[CH2:85][CH2:86][CH2:87][CH2:88]1.[OH2:83].[OH:66][C:67]([CH2:68][C:69]([C:70](=[O:71])[OH:72])([CH2:73][C:74](=[O:75])[OH:76])[OH:77])=[O:78].[n:40]1([O:41][C:42]([N:43]([CH3:44])[CH3:45])=[N+:46]([CH3:47])[CH3:48])[c:49]2[cH:50][cH:51][cH:52][cH:53][c:54]2[n:55][n:56]1>>[NH2:1][c:2]1[c:3]([Br:16])[cH:4][c:5]([C:9]([CH2:10][CH2:11][C:12](=[O:14])[N:17]2[CH2:18][CH2:19][CH:20]([n:23]3[c:24](=[O:34])[nH:25][c:26](-[c:28]4[cH:29][cH:30][cH:31][cH:32][cH:33]4)[cH:27]3)[CH2:21][CH2:22]2)=[O:15])[cH:6][c:7]1[Br:8]. Reactants: COC(OC)N(C)C, CCOC(C)=O, CC(C)(C)OC(=O)NC1C(=O)N2C(C(=O)OC(c3ccccc3)c3ccccc3)=C(c3cnc(N)s3)CSC12, C1CCOC1. Product: CN(C)C=Nc1ncc(C2=C(C(=O)OC(c3ccccc3)c3ccccc3)N3C(=O)C(NC(=O)OC(C)(C)C)C3SC2)s1. Reaction SMILES: [CH3:40][O:41][CH:42]([N:43]([CH3:44])[CH3:45])[O:46][CH3:47].[CH3:53][CH2:54][O:55][C:56](=[O:57])[CH3:58].[NH2:1][c:2]1[s:3][c:4]([C:7]2=[C:8]([C:24](=[O:25])[O:26][CH:27]([c:28]3[cH:29][cH:30][cH:31][cH:32][cH:33]3)[c:34]3[cH:35][cH:36][cH:37][cH:38][cH:39]3)[N:9]3[C:10](=[O:23])[CH:11]([NH:15][C:16](=[O:17])[O:18][C:19]([CH3:20])([CH3:21])[CH3:22])[CH:12]3[S:13][CH2:14]2)[cH:5][n:6]1.[O:48]1[CH2:49][CH2:50][CH2:51][CH2:52]1>>[N:1]([c:2]1[s:3][c:4]([C:7]2=[C:8]([C:24](=[O:25])[O:26][CH:27]([c:28]3[cH:29][cH:30][cH:31][cH:32][cH:33]3)[c:34]3[cH:35][cH:36][cH:37][cH:38][cH:39]3)[N:9]3[C:10](=[O:23])[CH:11]([NH:15][C:16](=[O:17])[O:18][C:19]([CH3:20])([CH3:21])[CH3:22])[CH:12]3[S:13][CH2:14]2)[cH:5][n:6]1)=[CH:42][N:43]([CH3:44])[CH3:45]. Starting materials: CNC1=NC=C(C=C1N)C(F)(F)F (N2-methyl-5-trifluoromethylpyridine-2,3-diamine), ClC1=CC=NC=C1C(=O)O (4-chloronicotinic acid), CCN=C=NCCCN(C)C.Cl (EDCI hydrochloride), C=1C=CC2=C(C1)N=NN2O (HOBt). Run in N1=CC=CC=C1 (pyridine), O (Water). Reaction conditions: time 4 hour. Product: CNC1=NC=C(C=C1NC(=O)C=1C=NC=CC1Cl)C(F)(F)F (4-chloropyridine-3-carboxylic acid (2-methylamino-5-trifluoromethylpyridin-3-yl)-amide). Isolated yield 91.3%. RXN SMILES: [CH3:1][NH:2][C:3]1[C:8]([NH2:9])=[CH:7][C:6]([C:10]([F:13])([F:12])[F:11])=[CH:5][N:4]=1.[Cl:14][C:15]1[C:20]([C:21](O)=[O:22])=[CH:19][N:18]=[CH:17][CH:16]=1.CCN=C=NCCCN(C)C.Cl.C1C=CC2N(O)N=NC=2C=1>O.N1C=CC=CC=1>[CH3:1][NH:2][C:3]1[C:8]([NH:9][C:21]([C:20]2[CH:19]=[N:18][CH:17]=[CH:16][C:15]=2[Cl:14])=[O:22])=[CH:7][C:6]([C:10]([F:13])([F:11])[F:12])=[CH:5][N:4]=1 |f:2.3|. Procedure details: A mixture of 524 mg of N2-methyl-5-trifluoromethylpyridine-2,3-diamine, 500 mg of 4-chloronicotinic acid, 790 mg of EDCI hydrochloride, 37 mg of HOBt and 4 ml of pyridine was stirred at room temperature for 4 hours. Water was poured to the reaction mixture, and the precipitated solid was filtered. The resulting solid was washed with water and n-hexane and then dried to obtain 828 mg of 4-chloropyridine-3-carboxylic acid (2-methylamino-5-trifluoromethylpyridin-3-yl)-amide. 4-chloropyridine-3-carb... Reactants: N (ammonia), N1=CC(=CC2=NC=CC=C12)C(=O)C1=CC=C(C=C1)F (4-fluorophenyl 1,5-naphtyridin-3-yl ketone), C([O-])([O-])=O.[K+].[K+] (potassium carbonate). The reagents and catalysts are [Cl-].[Ti+4].[Cl-].[Cl-].[Cl-] (Titanium chloride). Run in C1(=CC=CC=C1)C (toluene). Conditions: temperature -30 celsius, time 8 hour. Yields the product FC1=CC=C(C=C1)C(=N)C=1C=NC2=CC=CN=C2C1 ((4-fluorophenyl)(1,5-naphtyridin-3-yl)-methanimine). As a reaction SMILES: [N:1]1[C:10]2[C:5](=[N:6][CH:7]=[CH:8][CH:9]=2)[CH:4]=[C:3]([C:11]([C:13]2[CH:18]=[CH:17][C:16]([F:19])=[CH:15][CH:14]=2)=O)[CH:2]=1.[NH3:20].C(=O)([O-])[O-].[K+].[K+]>C1(C)C=CC=CC=1.[Cl-].[Ti+4].[Cl-].[Cl-].[Cl-]>[F:19][C:16]1[CH:17]=[CH:18][C:13]([C:11]([C:3]2[CH:2]=[N:1][C:10]3[C:5]([CH:4]=2)=[N:6][CH:7]=[CH:8][CH:9]=3)=[NH:20])=[CH:14][CH:15]=1 |f:2.3.4,6.7.8.9.10|. Reported procedure: 4-fluorophenyl 1,5-naphtyridin-3-yl ketone (108 mg) was dissolved in anhydrous toluene (5 mL), and the solution was cooled at −30° C. Titanium chloride (0.08 mL) was dropwise added to the solution under nitrogen, and ammonia gas was passed through the mixture for about 20 minutes. Then the mixture was warmed up to room temperature and stirred overnight. Saturated potassium carbonate aqueous solution (1 mL) was added to the reaction mixture, and the mixture was stirred for an additional 1 hour. T... Starting materials: [Cl-].O[NH3+] (hydroxylammonium chloride), C(O)([O-])=O.[Na+] (sodium hydrogen carbonate), OC1(CCC1)C(C)O[C@H]1CC[C@H](CC1)N1C=2N(C(=C(C1=O)CC1=CC=C(C=C1)C=1C(=CC=CC1)C#N)CCC)N=CN2 (4′-[(4-{cis-4-[1-(1-hydroxycyclobutyl)ethoxy]cyclohexyl}-5-oxo-7-propyl-4,5-dihydro[1,2,4]triazolo[1,5-a]pyrimidin-6-yl)methyl]biphenyl-2-carbonitrile). Run in CS(=O)C (dimethyl sulfoxide), CS(=O)C (dimethyl sulfoxide), C(C)(=O)OCC (ethyl acetate). Run at temperature 60 celsius, time 30 minute. Product: OC1(CCC1)C(C)O[C@H]1CC[C@H](CC1)N1C=2N(C(=C(C1=O)CC1=CC=C(C=C1)C1=C(C=CC=C1)C1=NOC(N1)=O)CCC)N=CN2 (4-{cis-4-[1-(1-hydroxycyclobutyl)ethoxy]cyclohexyl}-6-{[2′-(5-oxo-4,5-dihydro-1,2,4-oxadiazol-3-yl)biphenyl-4-yl]methyl}-7-propyl[1,2,4]triazolo[1,5-a]pyrimidin-5(4H)-one), compound. The yield is 51.0%. Reaction SMILES: [Cl-].O[NH3+:3].[C:4](=[O:7])([O-])[OH:5].[Na+].[OH:9][C:10]1([CH:14]([O:16][C@@H:17]2[CH2:22][CH2:21][C@H:20]([N:23]3[C:28](=[O:29])[C:27]([CH2:30][C:31]4[CH:36]=[CH:35][C:34]([C:37]5[C:38]([C:43]#[N:44])=[CH:39][CH:40]=[CH:41][CH:42]=5)=[CH:33][CH:32]=4)=[C:26]([CH2:45][CH2:46][CH3:47])[N:25]4[N:48]=[CH:49][N:50]=[C:24]34)[CH2:19][CH2:18]2)[CH3:15])[CH2:13][CH2:12][CH2:11]1>CS(C)=O.C(OCC)(=O)C>[OH:9][C:10]1([CH:14]([O:16][C@@H:17]2[CH2:22][CH2:21][C@H:20]([N:23]3[C:28](=[O:29])[C:27]([CH2:30][C:31]4[CH:32]=[CH:33][C:34]([C:37]5[CH:42]=[CH:41][CH:40]=[CH:39][C:38]=5[C:43]5[NH:3][C:4](=[O:7])[O:5][N:44]=5)=[CH:35][CH:36]=4)=[C:26]([CH2:45][CH2:46][CH3:47])[N:25]4[N:48]=[CH:49][N:50]=[C:24]34)[CH2:19][CH2:18]2)[CH3:15])[CH2:11][CH2:12][CH2:13]1 |f:0.1,2.3|. Reported procedure: A mixture of hydroxylammonium chloride (0.92 g), sodium hydrogen carbonate (1.48 g) and dimethyl sulfoxide (3 mL) was stirred at 60° C. for 30 min, a solution of 4′-[(4-{cis-4-[1-(1-hydroxycyclobutyl)ethoxy]cyclohexyl}-5-oxo-7-propyl-4,5-dihydro[1,2,4]triazolo[1,5-a]pyrimidin-6-yl)methyl]biphenyl-2-carbonitrile (0.50 g) in dimethyl sulfoxide (4 mL) was added, and the mixture was stirred at 90° C. for 18 hr. The reaction mixture was diluted with ethyl acetate, washed with water and then with satu... The reactants are solution, C(C)(C)[Mg]Cl (iPrMgCl), C(C1=CC=CC=C1)OC1=C(C=CC(=C1)I)Cl (2-(benzyloxy)-1-chloro-4-iodobenzene), aqueous solution, Cl (HCl), B(OC(C)C)(OC(C)C)OC(C)C (triisopropyl borate). Solvent: C1CCOC1 (THF), C1CCOC1 (THF). Conditions: temperature -50 celsius. Yields the product C(C1=CC=CC=C1)OC=1C=C(C=CC1Cl)B(O)O ([3-(Benzyloxy)-4-chlorophenyl]boronic acid). Reaction SMILES: C([Mg]Cl)(C)C.[CH2:6]([O:13][C:14]1[CH:19]=[C:18](I)[CH:17]=[CH:16][C:15]=1[Cl:21])[C:7]1[CH:12]=[CH:11][CH:10]=[CH:9][CH:8]=1.[B:22](OC(C)C)([O:27]C(C)C)[O:23]C(C)C.Cl>C1COCC1>[CH2:6]([O:13][C:14]1[CH:19]=[C:18]([B:22]([OH:27])[OH:23])[CH:17]=[CH:16][C:15]=1[Cl:21])[C:7]1[CH:12]=[CH:11][CH:10]=[CH:9][CH:8]=1. Procedure details: Add dropwise 374 mL (748 mmol) of a solution of iPrMgCl 2N in THF to a solution of 198 g (575 mmol) of 2-(benzyloxy)-1-chloro-4-iodobenzene in 1.2 L of anhydrous THF under argon and stirred at −50° C., maintaining the temperature between −40 and −50° C. Allow the reaction mixture to return to −10° C. and continue stirring for 1 h. Then add 172 mL (748 mmol) of triisopropyl borate and leave the reaction mixture to return slowly to RT. After stirring for 2 h, treat the mixture with 1 L of aqueous ... The reactants are C[O-], CO, CC(=O)Nc1cccc(-n2nc(Br)c(=O)n(Cc3ccc(Cl)cc3)c2=O)c1, [Na+]. Yields the product COc1nn(-c2cccc(NC(C)=O)c2)c(=O)n(Cc2ccc(Cl)cc2)c1=O. As a reaction SMILES: [CH3:28][O-:29].[CH3:31][OH:32].[Cl:1][c:2]1[cH:3][cH:4][c:5]([CH2:6][n:7]2[c:8](=[O:25])[n:9](-[c:15]3[cH:16][c:17]([NH:21][C:22]([CH3:23])=[O:24])[cH:18][cH:19][cH:20]3)[n:10][c:11]([Br:14])[c:12]2=[O:13])[cH:26][cH:27]1.[Na+:30]>>[Cl:1][c:2]1[cH:3][cH:4][c:5]([CH2:6][n:7]2[c:8](=[O:25])[n:9](-[c:15]3[cH:16][c:17]([NH:21][C:22]([CH3:23])=[O:24])[cH:18][cH:19][cH:20]3)[n:10][c:11]([O:29][CH3:28])[c:12]2=[O:13])[cH:26][cH:27]1.